Dataset: the Open Reaction Database (ORD), a public repository of structured organic reaction records. Task: describe an organic reaction: reactants, conditions, products, and yield Reactants: c1ccc2c(c1)CC1(CNCc3ccccc31)O2, CC1=CC(C)(C(=N)N)N=N1, CCO, O=[N+]([O-])O. The product is N=C(N)N1Cc2ccccc2C2(Cc3ccccc3O2)C1, O=[N+]([O-])O. RXN SMILES: [CH2:1]1[NH:2][CH2:3][C:4]2([O:5][c:6]3[c:7]([cH:9][cH:10][cH:11][cH:12]3)[CH2:8]2)[c:13]2[cH:14][cH:15][cH:16][cH:17][c:18]21.[CH3:23][C:24]1([C:30](=[NH:31])[NH2:32])[CH:25]=[C:26]([CH3:27])[N:28]=[N:29]1.[CH3:33][CH2:34][OH:35].[N+:19](=[O:20])([OH:21])[O-:22]>>[CH2:1]1[N:2]([C:30](=[NH:31])[NH2:32])[CH2:3][C:4]2([O:5][c:6]3[c:7]([cH:9][cH:10][cH:11][cH:12]3)[CH2:8]2)[c:13]2[cH:14][cH:15][cH:16][cH:17][c:18]21.[N+:19](=[O:20])([OH:21])[O-:22]. The reactants are CC(C)(C)OC(=O)CNC(=O)C1=C(O)c2cc(F)c(F)cc2C(C)(C)C1=O, O=C(O)C(F)(F)F. Product: CC1(C)C(=O)C(C(=O)NCC(=O)O)=C(O)c2cc(F)c(F)cc21. Reaction SMILES: [F:1][c:2]1[cH:3][c:4]2[c:9]([cH:10][c:11]1[F:12])[C:8]([CH3:13])([CH3:14])[C:7](=[O:15])[C:6]([C:16](=[O:17])[NH:18][CH2:19][C:20](=[O:21])[O:22][C:23]([CH3:24])([CH3:25])[CH3:26])=[C:5]2[OH:27].[F:28][C:29]([F:30])([F:31])[C:32]([OH:33])=[O:34]>>[F:1][c:2]1[cH:3][c:4]2[c:9]([cH:10][c:11]1[F:12])[C:8]([CH3:13])([CH3:14])[C:7](=[O:15])[C:6]([C:16](=[O:17])[NH:18][CH2:19][C:20](=[O:21])[OH:22])=[C:5]2[OH:27]. The product is CC1(O)CCC(Nc2ncc(Br)c(OC3CCOC3)n2)CC1. Starting materials: Clc1ncc(Br)c(OC2CCOC2)n1, CC1(O)CCC(N)CC1. RXN SMILES: [Br:1][c:2]1[c:3]([O:9][CH:10]2[CH2:11][O:12][CH2:13][CH2:14]2)[n:4][c:5]([Cl:8])[n:6][cH:7]1.[NH2:15][CH:16]1[CH2:17][CH2:18][C:19]([OH:22])([CH3:23])[CH2:20][CH2:21]1>>[Br:1][c:2]1[c:3]([O:9][CH:10]2[CH2:11][O:12][CH2:13][CH2:14]2)[n:4][c:5]([NH:15][CH:16]2[CH2:17][CH2:18][C:19]([OH:22])([CH3:23])[CH2:20][CH2:21]2)[n:6][cH:7]1. Starting materials: NC1=CC=C(CC2=NC=3N(C(N(C(C3N2)=O)CC2=C(C=CC=C2)F)=O)CCCC)C=C1 (8-(4-amino-benzyl)-3-butyl-1-(2-fluoro-benzyl)-3,7-dihydro-purine-2,6-dione), N1=C2C(=NS1)C(=CC=C2)S(=O)(=O)Cl (benzo[1,2,5]thiadiazole-4-sulfonyl chloride). The product is C(CCC)N1C(N(C(C=2NC(=NC12)CC1=CC=C(C=C1)NS(=O)(=O)C1=CC=CC=2C1=NSN2)=O)CC2=C(C=CC=C2)F)=O (Benzo[1,2,5]thiadiazole-4-sulfonic acid {4-[3-butyl-1-(2-fluoro-benzyl)-2,6-dioxo-2,3,6,7-tetrahydro-1H-purin-8-ylmethyl]-phenyl}-amide). RXN SMILES: [NH2:1][C:2]1[CH:31]=[CH:30][C:5]([CH2:6][C:7]2[NH:15][C:14]3[C:13](=[O:16])[N:12]([CH2:17][C:18]4[CH:23]=[CH:22][CH:21]=[CH:20][C:19]=4[F:24])[C:11](=[O:25])[N:10]([CH2:26][CH2:27][CH2:28][CH3:29])[C:9]=3[N:8]=2)=[CH:4][CH:3]=1.[N:32]1[S:36][N:35]=[C:34]2[C:37]([S:41](Cl)(=[O:43])=[O:42])=[CH:38][CH:39]=[CH:40][C:33]=12>>[CH2:26]([N:10]1[C:9]2[N:8]=[C:7]([CH2:6][C:5]3[CH:4]=[CH:3][C:2]([NH:1][S:41]([C:37]4[C:34]5=[N:35][S:36][N:32]=[C:33]5[CH:40]=[CH:39][CH:38]=4)(=[O:43])=[O:42])=[CH:31][CH:30]=3)[NH:15][C:14]=2[C:13](=[O:16])[N:12]([CH2:17][C:18]2[CH:23]=[CH:22][CH:21]=[CH:20][C:19]=2[F:24])[C:11]1=[O:25])[CH2:27][CH2:28][CH3:29]. Procedure: Prepared from 8-(4-amino-benzyl)-3-butyl-1-(2-fluoro-benzyl)-3,7-dihydro-purine-2,6-dione and benzo[1,2,5]thiadiazole-4-sulfonyl chloride. Purity (ELSD, based on MW=619.7)=80%. Reactants: C(C)(=O)OCC (ethyl acetate), C(C)(=O)C(C#N)C1=CC=CC=C1 (α-acetylphenylacetonitrile), ClC1=CC=C(CBr)C=C1 (4-chlorobenzyl bromide), C([O-])([O-])=O.[Cs+].[Cs+] (cesium carbonate). Run in O (water), C(C)#N (acetonitrile). Reaction conditions: time 2 hour. The product is ClC1=CC=C(C=C1)CC(C(C)=O)(C1=CC=CC=C1)C#N (4-(4-Chlorophenyl)-3-cyano-3-phenyl-2-butanone). As a reaction SMILES: [C:1]([CH:4]([C:7]1[CH:12]=[CH:11][CH:10]=[CH:9][CH:8]=1)[C:5]#[N:6])(=[O:3])[CH3:2].[Cl:13][C:14]1[CH:21]=[CH:20][C:17]([CH2:18]Br)=[CH:16][CH:15]=1.C(=O)([O-])[O-].[Cs+].[Cs+].C(OCC)(=O)C>C(#N)C.O>[Cl:13][C:14]1[CH:21]=[CH:20][C:17]([CH2:18][C:4]([C:5]#[N:6])([C:7]2[CH:12]=[CH:11][CH:10]=[CH:9][CH:8]=2)[C:1](=[O:3])[CH3:2])=[CH:16][CH:15]=1 |f:2.3.4|. Procedure details: To a solution of α-acetylphenylacetonitrile (1.0 g, 6.3 mmol) in acetonitrile (25 mL) was added 4-chlorobenzyl bromide (1.3 g, 6.3 mmol) and cesium carbonate (8.2 g, 25 mmol). After stirring at room temperature for 2 h, the reaction mixture was poured into ethyl acetate (100 mL) and water (100 mL). The organic layer was separated, washed with brine, dried over magnesium sulfate, filtered, and concentrated to dryness, and the residue was purified on a silica gel column eluting with 1 to 5% ethyl ... Starting materials: [Na+].[I-] (NaI), NCCN (dimethylenediamine), N (ammonia), BrC1=CC2=C(NC(=N2)N2CCCC2)C=C1 (5-bromo-2-pyrrolidin-1-yl-1H-benzimidazole). The reagents and catalysts are [Cu]I (CuI). The solvent is O1CCOCC1 (1,4-dioxane), O (water). Reaction conditions: temperature 110 celsius, time 14 hour. Yields the product IC1=CC2=C(NC(=N2)N2CCCC2)C=C1 (5-iodo-2-pyrrolidin-1-yl-1H-benzimidazole). RXN SMILES: Br[C:2]1[CH:15]=[CH:14][C:5]2[NH:6][C:7]([N:9]3[CH2:13][CH2:12][CH2:11][CH2:10]3)=[N:8][C:4]=2[CH:3]=1.[Na+].[I-:17].NCCN.N>O.[Cu]I.O1CCOCC1>[I:17][C:2]1[CH:15]=[CH:14][C:5]2[NH:6][C:7]([N:9]3[CH2:13][CH2:12][CH2:11][CH2:10]3)=[N:8][C:4]=2[CH:3]=1 |f:1.2|. Procedure: 0.48 g (1.8 mmol) of 5-bromo-2-pyrrolidin-1-yl-1H-benzimidazole and 34 mg (0.18 mmol) of CuI are placed in a round flask. The reaction vessel is flushed with argon. Then 0.54 g (3.6 mmol) of NaI, 32 mg (0.36 mmol) of dimethylenediamine, and 3 mL of 1,4-dioxane are added under argon. The reaction mixture is stirred for 14 hours at 110° C. Subsequently, the cooled reaction mixture is combined with concentrated ammonia solution, diluted with water, and the precipitate formed is filtered off. The so... Reaction SMILES: ClCC1N[C:7](=O)[NH:6][C:5](=[O:10])C=1.[N:11]1[CH:16]=[CH:15][CH:14]=[CH:13][C:12]=1P(C1C=CC=CC=1)C1C=CC=CC=1.[CH:30]1([CH2:34][OH:35])CC[CH2:31]1.[ClH:36]>C1COCC1.O1CCOCC1.O1CCOCC1>[Cl:36][C:31]1[N:11]([CH2:16][CH:15]2[CH2:12][CH2:13][CH2:14]2)[C:5](=[O:10])[N:6]([CH3:7])[C:34](=[O:35])[CH:30]=1 |f:4.5|. Reported procedure: To a cooled (0° C.) slurry of 6-chloromethyluracil (2.0 g, 12 mmol) in THF/dioxan (1:1, 16 ml) is added 2-pyridyldiphenylphosphine (3.60 g, 13.7 mmol) and cyclobutanemethanol (1.3 ml, 13.8 mmol), followed by di-t-butylazodicarboxylate (3.15 g, 13.7 mmol). The reaction is stirred overnight at ambient temperature, treated with 4M HCl in dioxan (15 ml) and evaporated. The residue is taken up in dichloromethane, washed with 3.5M HCl, dried over magnesium sulfate and evaporated. The crude product is ... The reactants are di-t-butylazodicarboxylate, ClCC1=CC(NC(N1)=O)=O (6-chloromethyluracil), N1=C(C=CC=C1)P(C1=CC=CC=C1)C1=CC=CC=C1 (2-pyridyldiphenylphosphine), C1(CCC1)CO (cyclobutanemethanol), Cl (HCl). Run in C1CCOC1.O1CCOCC1 (THF dioxan), O1CCOCC1 (dioxan). Conditions: time 8 hour. Yields the product ClC1=CC(N(C(N1CC1CCC1)=O)C)=O (6-chloro-1cyclobutylmethyl-3-methyl-1H-pyrimidine-2,4-dione). Reaction SMILES: C(OC([N:8]1[CH2:15][CH2:14][CH2:13][C@H:9]1[C:10](O)=O)=O)(C)(C)C.Cl[CH2:17][CH2:18][CH2:19][CH2:20]CCC.F[C:25](F)(F)[C:26]([OH:28])=[O:27]>[Pd]>[NH:8]1[CH2:15][CH2:14][CH2:13][CH:9]1[CH2:10][CH2:17][CH2:18][CH2:19][CH2:20][CH2:25][C:26]([OH:28])=[O:27]. Reported procedure: 2-Pyrrolidineheptanoic acid is prepared from N-t-butoxycarbonylproline following steps A and B of Example 4 and step C of the procedure of Example 15. In step C, benzyl ω -chlorohexanoate is substituted for the 1-chloroheptane. The product thus obtained is hydrogenated in the presence of 10% palladium on charcoal and is then treated with trifluoroacetic acid, as in step E of the same procedure. Product: N1C(CCC1)CCCCCCC(=O)O (2-Pyrrolidineheptanoic acid). The reagents and catalysts are [Pd] (palladium on charcoal). Starting materials: C(C)(C)(C)OC(=O)N1[C@H](C(=O)O)CCC1 (N-t-butoxycarbonylproline), FC(C(=O)O)(F)F (trifluoroacetic acid), benzyl ω -chlorohexanoate, ClCCCCCCC (1-chloroheptane). The reactants are [OH-].[Na+] (sodium hydroxide), O (water), CC(=O)C (acetone), FC=1C=CC(=C(C=O)C1)C (5-fluoro-2-methylbenzaldehyde), CC(=O)C (acetone). Conditions: time 1 hour. Yields the product FC=1C=CC(=C(C1)C=CC(C)=O)C (4-(5-fluoro-2-methylphenyl)-3-buten-2-one). As a reaction SMILES: [OH-].[Na+].O.[F:4][C:5]1[CH:6]=[CH:7][C:8]([CH3:13])=[C:9]([CH:12]=1)[CH:10]=O.[CH3:14][C:15]([CH3:17])=[O:16]>>[F:4][C:5]1[CH:6]=[CH:7][C:8]([CH3:13])=[C:9]([CH:10]=[CH:14][C:15](=[O:16])[CH3:17])[CH:12]=1 |f:0.1|. Procedure details: A mixture of acetone (80 ml), sodium hydroxide (3.7 g) and water (100 ml) was treated at room temperature dropwise with a solution of 5-fluoro-2-methylbenzaldehyde (11.5 g) in acetone (30 ml) and stirred at the same temperature for 1 hour. Acetone was distilled off under reduced pressure, and the mixture was extracted with ethyl acetate. The organic layer was washed successively with water and saturated brine and concentrated under reduced pressure to obtain 4-(5-fluoro-2-methylphenyl)-3-buten-2... Reactants: ClC1=NC=CC(=C1)C1=C(C=CC=C1)OC (2-Chloro-4-(2-methoxyphenyl)pyridine), Cl.CS(=O)(=O)C=1C=C(N)C=CC1 (3-(methylsulfonyl)aniline hydrochloride), COC1=C(C=CC=C1)C1=CC(=NC=C1)NC1=CC(=CC=C1)[N+](=O)[O-] (4-(2-Methoxyphenyl)-N-(3-nitrophenyl)pyridin-2-amine). Product: COC1=C(C=CC=C1)C1=CC(=NC=C1)NC1=CC(=CC=C1)S(=O)(=O)C (4-(2-Methoxyphenyl)-N-(3-(methylsulfonyl)phenyl)pyridin-2-amine). Reaction SMILES: Cl[C:2]1[CH:7]=[C:6]([C:8]2[CH:13]=[CH:12][CH:11]=[CH:10][C:9]=2[O:14][CH3:15])[CH:5]=[CH:4][N:3]=1.Cl.[CH3:17][S:18]([C:21]1[CH:22]=[C:23]([CH:25]=[CH:26][CH:27]=1)[NH2:24])(=[O:20])=[O:19].COC1C=CC=CC=1C1C=CN=C(NC2C=CC=C([N+]([O-])=O)C=2)C=1>>[CH3:15][O:14][C:9]1[CH:10]=[CH:11][CH:12]=[CH:13][C:8]=1[C:6]1[CH:5]=[CH:4][N:3]=[C:2]([NH:24][C:23]2[CH:25]=[CH:26][CH:27]=[C:21]([S:18]([CH3:17])(=[O:20])=[O:19])[CH:22]=2)[CH:7]=1 |f:1.2|. Procedure details: F1 was prepared from A1 (281 mg, 1.28 mmol) and 3-(methylsulfonyl)aniline hydrochloride (267 mg, 1.28 mmol) following the procedure reported for C1. Yield: 210 mg (46%). 1H NMR (400 MHz, d6-DMSO, 300K) δ 3.18 (s, 3H), 3.80 (s, 3H), 7.02-7.08 (m, 2H), 7.12-7.18 (m, 2H), 7.35-7.45 (m, 2H), 7.50-7.53 (m, 1H), 7.53-7.62 (m, 1H), 7.92 (d, J=8.0 Hz, 1H), 8.12-8.19 (m, 2H), 10.05 (bs, 1H). MS (ES) C19H18N2O3S requires: 354. found: 355 (M+H)+.